Dataset: the Open Reaction Database (ORD), a public repository of structured organic reaction records. Task: describe an organic reaction: reactants, conditions, products, and yield The reactants are Cl (hydrogen chloride), Cl (HCl), ice, ClC1=NC=CC(=N1)C#N (2-chloro-4-pyrimidinecarbonitrile), CO (methanol), N#CN (cyanamide), C([O-])(O)=O.[Na+] (sodium bicarbonate). Run in C1(=CC=CC=C1)C (toluene). Conditions: time 8 hour. Yields the product ClC1=NC=CC(=N1)C(NC#N)=N (2-chloro-N-cyano-4-pyrimidinecarboximidamide). RXN SMILES: Cl[C:2]1[N:7]=[C:6]([C:8]#[N:9])[CH:5]=[CH:4][N:3]=1.CO.[ClH:12].[N:13]#[C:14][NH2:15].C(=O)(O)[O-].[Na+]>C1(C)C=CC=CC=1>[Cl:12][C:2]1[N:7]=[C:6]([C:8](=[NH:9])[NH:15][C:14]#[N:13])[CH:5]=[CH:4][N:3]=1 |f:4.5|. Reported procedure: To an ice-cooled solution of 2-chloro-4-pyrimidinecarbonitrile (23 g, 0.16 mol) in toluene (500 mL) was added methanol (7.5 mL, 0.18 mol), followed by treatment with gaseous hydrogen chloride for 2 h. The HCl-saturated solution was sealed and stirred overnight at room temperature, and then the white solid was collected by filtration and washed with diethyl ether (200 mL) and ethyl acetate (200 mL). The solid was then dissolved in methanol (400 mL) and treated with ammonia solution (100 mL, 7 M i... Reactants: C(C)(C)(C)OC(=O)C1=CC=CC2=C(C=CC=C12)C1=NOC(C1)(C(F)(F)F)C1=CC(=CC(=C1)Cl)Cl (5-[5-(3,5-dichloro-phenyl)-5-trifluoromethyl-4,5-dihydro-isoxazol-3-yl]-naphthalene-1-carboxylic acid tert-butyl ester), FC(C(=O)O)(F)F (trifluoroacetic acid). The solvent is ClCCl (dichloromethane). Run at time 4 hour. Yields the product ClC=1C=C(C=C(C1)Cl)C1(CC(=NO1)C1=C2C=CC=C(C2=CC=C1)C(=O)O)C(F)(F)F (5-[5-(3,5-dichloro-phenyl)-5-trifluoromethyl-4,5-dihydro-isoxazol-3-yl]-naphthalene-1-carboxylic acid). Isolated yield 85.4%. Reaction SMILES: C([O:5][C:6]([C:8]1[C:17]2[C:12](=[C:13]([C:18]3[CH2:22][C:21]([C:27]4[CH:32]=[C:31]([Cl:33])[CH:30]=[C:29]([Cl:34])[CH:28]=4)([C:23]([F:26])([F:25])[F:24])[O:20][N:19]=3)[CH:14]=[CH:15][CH:16]=2)[CH:11]=[CH:10][CH:9]=1)=[O:7])(C)(C)C.FC(F)(F)C(O)=O>ClCCl>[Cl:34][C:29]1[CH:28]=[C:27]([C:21]2([C:23]([F:25])([F:24])[F:26])[O:20][N:19]=[C:18]([C:13]3[CH:14]=[CH:15][CH:16]=[C:17]4[C:12]=3[CH:11]=[CH:10][CH:9]=[C:8]4[C:6]([OH:7])=[O:5])[CH2:22]2)[CH:32]=[C:31]([Cl:33])[CH:30]=1. Procedure details: To a stirred solution of 5-[5-(3,5-dichloro-phenyl)-5-trifluoromethyl-4,5-dihydro-isoxazol-3-yl]-naphthalene-1-carboxylic acid tert-butyl ester (Example 9.5) (1.0 g) in dichloromethane (2 ml) was added trifluoroacetic acid (2 ml) and the reaction mixture was stirred at ambient temperature for 4 hours. The reaction mixture was concentrated to give a solid which was washed with cyclohexane to give 5-[5-(3,5-dichloro-phenyl)-5-trifluoromethyl-4,5-dihydro-isoxazol-3-yl]-naphthalene-1-carboxylic acid... Starting materials: C(CCC=C)=O (pent-4-enal), C(C)(C)(C)OC(C(C)(C)SC=1C=C2CC(CC2=CC1)N)=O (2-(2-aminoindan-5-ylsulfanyl)-2-methylpropionic acid tert-butyl ester), C(C)(=O)O[BH-](OC(C)=O)OC(C)=O.[Na+] (sodium triacetoxyborohydride). The solvent is C(Cl)Cl (CH2Cl2), ClCCCl (DCE). Reaction conditions: time 18 hour. The product is C(C)(C)(C)OC(C(C)(SC=1C=C2CC(CC2=CC1)NCCCC=C)C)=O (2-methyl-2-(2-pent-4-enylaminoindan-5-ylsulfanyl)propionic acid tert-butyl ester). Reaction SMILES: [C:1]([O:5][C:6](=[O:21])[C:7]([S:10][C:11]1[CH:12]=[C:13]2[C:17](=[CH:18][CH:19]=1)[CH2:16][CH:15]([NH2:20])[CH2:14]2)([CH3:9])[CH3:8])([CH3:4])([CH3:3])[CH3:2].[CH:22](=O)[CH2:23][CH2:24][CH:25]=[CH2:26].C(O[BH-](OC(=O)C)OC(=O)C)(=O)C.[Na+]>ClCCCl.C(Cl)Cl>[C:1]([O:5][C:6](=[O:21])[C:7]([CH3:9])([S:10][C:11]1[CH:12]=[C:13]2[C:17](=[CH:18][CH:19]=1)[CH2:16][CH:15]([NH:20][CH2:26][CH2:25][CH2:24][CH:23]=[CH2:22])[CH2:14]2)[CH3:8])([CH3:2])([CH3:3])[CH3:4] |f:2.3|. Procedure: To 2-(2-aminoindan-5-ylsulfanyl)-2-methylpropionic acid tert-butyl ester (0.220 g; 0.72 mmol), dissolved in DCE (4 mL), is added pent-4-enal (0.060 mg; 0.72 mmol) followed by sodium triacetoxyborohydride (0.21 g; 1.0 mmol) and the reaction mixture stirred for 18 h at RT. The reaction mixture was diluted with CH2Cl2, washed with H2O, brine, dried over Na2SO4, filtered and the solvent evaporated under reduced pressure to afford 2-methyl-2-(2-pent-4-enylaminoindan-5-ylsulfanyl)propionic acid tert-b... The reactants are CC(=O)[O-], CC(=O)[O-], CN(C)C=O, [Cu+2], CCn1c(N)nc(-c2cccc(F)c2)c(-c2ccc(=O)[nH]c2)c1=O, OB(O)c1ccccc1, c1ccncc1. The product is CCn1c(N)nc(-c2cccc(F)c2)c(-c2ccc(=O)n(-c3ccccc3)c2)c1=O. RXN SMILES: [C:40]([O-:41])(=[O:42])[CH3:43].[C:45]([O-:46])(=[O:47])[CH3:48].[CH3:49][N:50]([CH3:51])[CH:52]=[O:53].[Cu+2:44].[NH2:1][c:2]1[n:3][c:4](-[c:18]2[cH:19][c:20]([F:24])[cH:21][cH:22][cH:23]2)[c:5](-[c:11]2[cH:12][nH:13][c:14](=[O:17])[cH:15][cH:16]2)[c:6](=[O:10])[n:7]1[CH2:8][CH3:9].[OH:25][B:26]([OH:27])[c:28]1[cH:29][cH:30][cH:31][cH:32][cH:33]1.[cH:34]1[cH:35][cH:36][n:37][cH:38][cH:39]1>>[NH2:1][c:2]1[n:3][c:4](-[c:18]2[cH:19][c:20]([F:24])[cH:21][cH:22][cH:23]2)[c:5](-[c:11]2[cH:12][n:13](-[c:28]3[cH:29][cH:30][cH:31][cH:32][cH:33]3)[c:14](=[O:17])[cH:15][cH:16]2)[c:6](=[O:10])[n:7]1[CH2:8][CH3:9]. Isolated yield 799.1%. The product is C(C)(=O)SC(C(=O)[O-])CC(C1=CC=C(C=C1)OC1=CC=C(C=C1)C)=O.[Na+] (sodium 2-acetylthio-3-[4-(4-methylphenoxy)benzoyl]propionate). Reported procedure: 3.58 g of 2-acetylthio-3-[4-(4-methylphenoxy)benzoyl]-propionic acid were dissolved in 50 ml of ethanol, then a solution of 0.04 g of sodium hydroxide in 10 ml of ethanol was added dropwise, under ice-cooling and with stirring. The mixture was stirred at the same temperature for a further one hour. 20 ml of diethyl ether were added to the reaction mixture and the precipitate was collected by filtration, then washed with diethyl ether, to give 3.04 g of sodium 2-acetylthio-3-[4-(4-methylphenoxy)b... The solvent is C(C)O (ethanol), C(C)O (ethanol). As a reaction SMILES: [C:1]([S:4][CH:5]([CH2:9][C:10](=[O:25])[C:11]1[CH:16]=[CH:15][C:14]([O:17][C:18]2[CH:23]=[CH:22][C:21]([CH3:24])=[CH:20][CH:19]=2)=[CH:13][CH:12]=1)[C:6]([OH:8])=[O:7])(=[O:3])[CH3:2].[OH-].[Na+:27].C(OCC)C>C(O)C>[C:1]([S:4][CH:5]([CH2:9][C:10](=[O:25])[C:11]1[CH:16]=[CH:15][C:14]([O:17][C:18]2[CH:23]=[CH:22][C:21]([CH3:24])=[CH:20][CH:19]=2)=[CH:13][CH:12]=1)[C:6]([O-:8])=[O:7])(=[O:3])[CH3:2].[Na+:27] |f:1.2,5.6|. Reactants: [OH-].[Na+] (sodium hydroxide), C(C)(=O)SC(C(=O)O)CC(C1=CC=C(C=C1)OC1=CC=C(C=C1)C)=O (2-acetylthio-3-[4-(4-methylphenoxy)benzoyl]-propionic acid), C(C)OCC (diethyl ether). Reaction SMILES: [CH3:1][C:2]1[S:3][C@@H:4]2[CH:17]([NH:18][C:19](=[O:27])[CH2:20][C:21]3[CH:26]=[CH:25][CH:24]=[CH:23][CH:22]=3)[C:16](=[O:28])[N:5]2[CH:6]([C:8]([O:10]CC(Cl)(Cl)Cl)=[O:9])[CH:7]=1>CN(C)C=O.C(O)(=O)C.[Zn]>[CH3:1][C:2]1[S:3][C@@H:4]2[CH:17]([NH:18][C:19](=[O:27])[CH2:20][C:21]3[CH:22]=[CH:23][CH:24]=[CH:25][CH:26]=3)[C:16](=[O:28])[N:5]2[CH:6]([C:8]([OH:10])=[O:9])[CH:7]=1. Product: CC=1S[C@H]2N(C(C1)C(=O)O)C(C2NC(CC2=CC=CC=C2)=O)=O (2-methyl-7-(2-phenylacetamido)-2-cephem-4-carboxylic acid). Starting materials: CC=1S[C@H]2N(C(C1)C(=O)OCC(Cl)(Cl)Cl)C(C2NC(CC2=CC=CC=C2)=O)=O (2,2,2-trichloroethyl 2-methyl-7-(2-phenylacetamido)-2-cephem-4-carboxylate). The yield is 62.8%. Procedure details: Zinc powder (1.8 g) was added under ice-cooling to a solution of 2,2,2-trichloroethyl 2-methyl-7-(2-phenylacetamido)-2-cephem-4-carboxylate (1.0 g) in a mixture of dimethylformamide (7.5 ml) and acetic acid (2.5 ml), and the mixture was stirred for 1.5 hours, followed by filtration of the reaction mixture, and the filtered zinc was washed with dimethylformamide (2 ml). The filtrate and the washings were combined and the combined solution was poured into a mixture of ethyl acetate (30 ml), ice-wa... Run at time 1.5 hour. The solvent is CN(C=O)C (dimethylformamide), C(C)(=O)O (acetic acid). The reagents and catalysts are [Zn] (Zinc). Reactants: O=C(c1ccc(Br)cc1F)C1CCOC1, CC(=O)O, CO, CC(C)(C)OC(=O)NN. Yields the product CC(C)(C)OC(=O)NN=C(c1ccc(Br)cc1F)C1CCOC1. Reaction SMILES: [Br:1][c:2]1[cH:3][c:4]([F:15])[c:5]([C:8](=[O:9])[CH:10]2[CH2:11][O:12][CH2:13][CH2:14]2)[cH:6][cH:7]1.[CH3:25][C:26](=[O:27])[OH:28].[CH3:29][OH:30].[NH:16]([NH2:17])[C:18](=[O:19])[O:20][C:21]([CH3:22])([CH3:23])[CH3:24]>>[Br:1][c:2]1[cH:3][c:4]([F:15])[c:5]([C:8]([CH:10]2[CH2:11][O:12][CH2:13][CH2:14]2)=[N:17][NH:16][C:18](=[O:19])[O:20][C:21]([CH3:22])([CH3:23])[CH3:24])[cH:6][cH:7]1. The reactants are NC=1N=C(C2=C(N1)N(C=C2)[C@H]2C[C@H](O)[C@H](O2)CO)SN (2-Amino-7-(2-deoxy-β-D-erythro-pentofuranosyl)pyrrolo[2,3-d]pyrimidine-4-sulfenamide), ClC=1C=C(C(=O)OO)C=CC1 (m-Chloroperoxybenzoic acid). Run in CCO (EtOH), CCO (EtOH). Conditions: temperature 0 celsius, time 30 minute. Product: NC=1N=C(C2=C(N1)N(C=C2)[C@H]2C[C@H](O)[C@H](O2)CO)S(=O)N (2-Amino-7-(2-deoxy-β-D-erythro-pentofuranosyl)pyrrolo-[2,3-d]pyrimidine-4-sulfinamide). Isolated yield 35.1%. As a reaction SMILES: [NH2:1][C:2]1[N:3]=[C:4]([S:19][NH2:20])[C:5]2[CH:10]=[CH:9][N:8]([C@@H:11]3[O:16][C@H:15]([CH2:17][OH:18])[C@@H:13]([OH:14])[CH2:12]3)[C:6]=2[N:7]=1.ClC1C=C(C=CC=1)C(OO)=[O:26]>CCO>[NH2:1][C:2]1[N:3]=[C:4]([S:19]([NH2:20])=[O:26])[C:5]2[CH:10]=[CH:9][N:8]([C@@H:11]3[O:16][C@H:15]([CH2:17][OH:18])[C@@H:13]([OH:14])[CH2:12]3)[C:6]=2[N:7]=1. Procedure details: 2-Amino-7-(2-deoxy-β-D-erythro-pentofuranosyl)pyrrolo[2,3-d1pyrimidine-4-sulfenamide 38 (300 mg, 1 mmol) was suspended in EtOH (120 mL) and cooled to 0° C. m-Chloroperoxybenzoic acid (85%, 100 mg, 1 mmol) in EtOH (30 mL) was added dropwise during 1.5 h. After stirring for an additional 30 min at 0° C., the mixture was concentrated to 10 mL in vacuo below 25° C. Ethyl ether (100 mL) was added to the concentrate solution and allowed to stand in the refrigerator overnight. The precipitate was colle... Starting materials: CC(C)(C)OC(=O)NC1CNc2ccccc2NC1=O, C[Si](C)(C)[N-][Si](C)(C)C, CI, [Li+], C1CCOC1. Product: CN1C(=O)C(NC(=O)OC(C)(C)C)CNc2ccccc21. As a reaction SMILES: [C:1]([CH3:2])([CH3:3])([CH3:4])[O:5][C:6]([NH:7][CH:8]1[CH2:9][NH:10][c:11]2[c:12]([cH:16][cH:17][cH:18][cH:19]2)[NH:13][C:14]1=[O:15])=[O:20].[CH3:21][Si:22]([N-:23][Si:24]([CH3:25])([CH3:26])[CH3:27])([CH3:28])[CH3:29].[CH3:31][I:32].[Li+:30].[O:33]1[CH2:34][CH2:35][CH2:36][CH2:37]1>>[C:1]([CH3:2])([CH3:3])([CH3:4])[O:5][C:6]([NH:7][CH:8]1[CH2:9][NH:10][c:11]2[c:12]([cH:16][cH:17][cH:18][cH:19]2)[N:13]([CH3:21])[C:14]1=[O:15])=[O:20].